Task: describe an organic reaction: reactants, conditions, products, and yield. Dataset: the Open Reaction Database (ORD), a public repository of structured organic reaction records Run at time 8 hour. Procedure: 534 mg. (3 mmol.) of N-bromosuccinimide (recrystallized from water) were added in small portions to a solution of 831 mg. (3 mmol.) of 3-acetyl-2,6-di-t-butylamino-4-methylpyridine (Compound V) in 20 ml. of carbon tetrachloride and 5 ml. of ethanol, and the reaction mixture was allowed to stand overnight at room temperature. The reaction mixture was evaporated down at reduced pressure, and the residue was partitioned between ether and water. The organic phase was dried over anhydrous sodium sulf... Reaction SMILES: [Br:1]N1C(=O)CCC1=O.[C:9]([C:12]1[C:13]([NH:24][C:25]([CH3:28])([CH3:27])[CH3:26])=[N:14][C:15]([NH:19][C:20]([CH3:23])([CH3:22])[CH3:21])=[CH:16][C:17]=1[CH3:18])(=[O:11])[CH3:10].C(Cl)(Cl)(Cl)Cl>C(O)C>[C:9]([C:12]1[C:13]([NH:24][C:25]([CH3:28])([CH3:27])[CH3:26])=[N:14][C:15]([NH:19][C:20]([CH3:21])([CH3:23])[CH3:22])=[C:16]([Br:1])[C:17]=1[CH3:18])(=[O:11])[CH3:10]. Run in C(C)O (ethanol). The reactants are BrN1C(CCC1=O)=O (N-bromosuccinimide), C(Cl)(Cl)(Cl)Cl (carbon tetrachloride), C(C)(=O)C=1C(=NC(=CC1C)NC(C)(C)C)NC(C)(C)C (3-acetyl-2,6-di-t-butylamino-4-methylpyridine), C(C)(=O)C=1C(=NC(=CC1C)NC(C)(C)C)NC(C)(C)C (3-acetyl-2,6-di-t-butylamino-4-methylpyridine). The product is C(C)(=O)C=1C(=NC(=C(C1C)Br)NC(C)(C)C)NC(C)(C)C (3-Acetyl-5-bromo-2,6-di-t-butylamino-4-methylpyridine).